Dataset: the Open Reaction Database (ORD), a public repository of structured organic reaction records. Task: describe an organic reaction: reactants, conditions, products, and yield The reactants are N1(C=CN=CC2=C1C=CC=C2)CC(=O)N (1,4benzodiazepine-1-acetamide), B (borane). Product: N1C=CN=CC2=C1C=CC=C2 (1,4-benzodiazepine). RXN SMILES: [N:1]1(CC(N)=O)[C:7]2[CH:8]=[CH:9][CH:10]=[CH:11][C:6]=2[CH:5]=[N:4][CH:3]=[CH:2]1.B>>[NH:1]1[C:7]2[CH:8]=[CH:9][CH:10]=[CH:11][C:6]=2[CH:5]=[N:4][CH:3]=[CH:2]1. Reported procedure: In the manner given in Example 1, N,N-dimethyl-8-chloro-6-(o-chlorophenyl)-4H-s-triazolo[4,3-a][1,4benzodiazepine-1-acetamide is reduced with borane to give 1-[2-(dimethylamino)ethyl]-8-chloro-5,6-dihydro-6-(o-chlorophenyl)-4H-s-triazolo[4,3-a][1,4-benzodiazepine. Starting materials: C(C)C=1N=C(N(C1C(=O)OCCC(=O)NC1=CC=CC=C1)CC1=CC=C(C=C1)C1=C(C=CC=C1)C1=NN=NN1C(C1=CC=CC=C1)(C1=CC=CC=C1)C1=CC=CC=C1)CCC (N-phenyl-2-(aminocarbonyl)ethyl 4-ethyl-2-propyl-1-[[2'-(N-triphenylmethyl(tetrazol-5-yl) )biphenyl-4-yl]methyl]imidazole-5-carboxylate). Run in CO (MeOH). Product: C(C)C=1N=C(N(C1C(=O)OCCC(=O)NC1=CC=CC=C1)CC1=CC=C(C=C1)C1=C(C=CC=C1)C1=NN=NN1)CCC (N-phenyl-2-(aminocarbonyl)ethyl 4-ethyl-2-propyl-1-[[2'-(1H-tetrazol-5-yl)biphenyl-4-yl]methyl]imidazole-5-carboxylate). Yield: 64.6%. RXN SMILES: [CH2:1]([C:3]1[N:4]=[C:5]([CH2:59][CH2:60][CH3:61])[N:6]([CH2:22][C:23]2[CH:28]=[CH:27][C:26]([C:29]3[CH:34]=[CH:33][CH:32]=[CH:31][C:30]=3[C:35]3[N:39](C(C4C=CC=CC=4)(C4C=CC=CC=4)C4C=CC=CC=4)[N:38]=[N:37][N:36]=3)=[CH:25][CH:24]=2)[C:7]=1[C:8]([O:10][CH2:11][CH2:12][C:13]([NH:15][C:16]1[CH:21]=[CH:20][CH:19]=[CH:18][CH:17]=1)=[O:14])=[O:9])[CH3:2]>CO>[CH2:1]([C:3]1[N:4]=[C:5]([CH2:59][CH2:60][CH3:61])[N:6]([CH2:22][C:23]2[CH:28]=[CH:27][C:26]([C:29]3[CH:34]=[CH:33][CH:32]=[CH:31][C:30]=3[C:35]3[NH:39][N:38]=[N:37][N:36]=3)=[CH:25][CH:24]=2)[C:7]=1[C:8]([O:10][CH2:11][CH2:12][C:13]([NH:15][C:16]1[CH:17]=[CH:18][CH:19]=[CH:20][CH:21]=1)=[O:14])=[O:9])[CH3:2]. Reported procedure: A solution of 0.05 g N-phenyl-2-(aminocarbonyl)ethyl 4-ethyl-2-propyl-1-[[2'-(N-triphenylmethyl(tetrazol-5-yl) )biphenyl-4-yl]methyl]imidazole-5-carboxylate in 2.5 mL MeOH was refluxed overnight under N2. The reaction was evaporated to dryness and the residue immediately purified by flash chromatography with 0-5% MeOH/CHCl3 gradient to give 0.0226 g of pure product. Starting materials: FC(CCI)(F)F (1,1,1-trifluoro-3-iodopropane), ClC1=C(C=CC=C1)C=1C(=CC=2N(N1)C(NN2)=O)C2=CC=C(C=C2)Cl (6-(2-chlorophenyl)-7-(4-chlorophenyl)-[1,2,4]triazolo[4,3-b]pyridazin-3(2H)-one), FC(CCI)(F)F (1,1,1-trifluoro-3-iodopropane), C(=O)([O-])[O-].[K+].[K+] (K2CO3). The solvent is CN(C)C=O (DMF), C(C)#N (acetonitrile). Conditions: time 2 hour. Yields the product ClC1=C(C=CC=C1)C=1C(=CC=2N(N1)C(N(N2)CCC(F)(F)F)=O)C2=CC=C(C=C2)Cl (6-(2-chlorophenyl)-7-(4-chlorophenyl)-2-(3,3,3-trifluoropropyl)-[1,2,4]triazolo[4,3-b]pyridazin-3(2H)-one). Yield: 83.8%. Reaction SMILES: [Cl:1][C:2]1[CH:7]=[CH:6][CH:5]=[CH:4][C:3]=1[C:8]1[C:9]([C:18]2[CH:23]=[CH:22][C:21]([Cl:24])=[CH:20][CH:19]=2)=[CH:10][C:11]2[N:12]([C:14](=[O:17])[NH:15][N:16]=2)[N:13]=1.[F:25][C:26]([F:31])([F:30])[CH2:27][CH2:28]I.C([O-])([O-])=O.[K+].[K+]>CN(C=O)C.C(#N)C>[Cl:1][C:2]1[CH:7]=[CH:6][CH:5]=[CH:4][C:3]=1[C:8]1[C:9]([C:18]2[CH:19]=[CH:20][C:21]([Cl:24])=[CH:22][CH:23]=2)=[CH:10][C:11]2[N:12]([C:14](=[O:17])[N:15]([CH2:28][CH2:27][C:26]([F:31])([F:30])[F:25])[N:16]=2)[N:13]=1 |f:2.3.4|. Procedure: A suspension of 6-(2-chlorophenyl)-7-(4-chlorophenyl)-[1,2,4]triazolo[4,3-b]pyridazin-3(2H)-one (36 mg, 0.1 mmol), 1,1,1-trifluoro-3-iodopropane (67 mg, 0.3 mmol) and solid K2CO3 (42 mg, 0.3 mmol) in anhydrous DMF (0.6 mL) was stirred at room temperature for 2 h. Analysis by HPLC/MS indicated the reaction was not complete. Additional 1,1,1-trifluoro-3-iodopropane (67 mg, 0.3 mmol) was added, the reaction was allowed to continue at room temperature for 16 h, then at 45° C. for 30 min. After cooli... Starting materials: NC1=NC=CC=N1 (2-aminopyrimidine), BrCC(=O)C1=CC=CC=C1 (ω-bromoacetophenone). The solvent is C(C)O (ethanol). The product is C1(=CC=CC=C1)C=1N=C2N(C=CC=N2)C1 (2-phenylimidazo(1,2-a)pyrimidine). The yield is 102.4%. As a reaction SMILES: [NH2:1][C:2]1[N:7]=[CH:6][CH:5]=[CH:4][N:3]=1.Br[CH2:9][C:10]([C:12]1[CH:17]=[CH:16][CH:15]=[CH:14][CH:13]=1)=O>C(O)C>[C:12]1([C:10]2[N:1]=[C:2]3[N:7]=[CH:6][CH:5]=[CH:4][N:3]3[CH:9]=2)[CH:17]=[CH:16][CH:15]=[CH:14][CH:13]=1. Procedure details: A mixture of 9.5 g of 2-aminopyrimidine (0.1 mole), 20 g of ω-bromoacetophenone (0.1 mole) and 200 ml of 95% ethanol is refluxed for three hours and then heated at 60° for an additional 12 hours with stirring. After cooling, the reaction product is condensed to a thick liquid by evaporating it in a rotary evaporator. The residue is mixed with 500 ml of methylene chloride and 100 ml of 3 N sodiumhydroxide solution. The mixture is stirred for 10 minutes and then separated in two layers in a separa...